This data is from the Open Reaction Database (ORD), a public repository of structured organic reaction records. The task is: describe an organic reaction: reactants, conditions, products, and yield Reported procedure: A solution of 1-(4-(2-fluoropyridin-3-yl)-5,6-dihydropyridin-1(2H)-yl)ethanone (1.68 g, 7.63 mmol) in dimethylsulfoxide (25 mL) under argon was added cesium carbonate (2.73 g, 8.39 mmol), followed by 4-aminophenol (0.874 g, 8.01 mmol). The reaction was stirred at 80° C. for 18 h. The cooled reaction mixture was diluted with EtOAc and washed with water; the aqueous layer was back-extracted with EtOAc (1×). The organic layers were combined, dried (MgSO4), filtered, and concentrated in vacuo. Flash... The product is EtOAc Hexanes, NC1=CC=C(OC2=NC=CC=C2C2=CCN(CC2)C(C)=O)C=C1 (1-(4-(2-(4-aminophenoxy)-pyridin-3-yl)-5,6-dihydropyridin-1(2H)-yl)ethanone). The reactants are FC1=NC=CC=C1C1=CCN(CC1)C(C)=O (1-(4-(2-fluoropyridin-3-yl)-5,6-dihydropyridin-1(2H)-yl)ethanone), C([O-])([O-])=O.[Cs+].[Cs+] (cesium carbonate), NC1=CC=C(C=C1)O (4-aminophenol). Reaction SMILES: F[C:2]1[C:7]([C:8]2[CH2:13][CH2:12][N:11]([C:14](=[O:16])[CH3:15])[CH2:10][CH:9]=2)=[CH:6][CH:5]=[CH:4][N:3]=1.C(=O)([O-])[O-].[Cs+].[Cs+].[NH2:23][C:24]1[CH:29]=[CH:28][C:27]([OH:30])=[CH:26][CH:25]=1>CS(C)=O.CCOC(C)=O>[NH2:23][C:24]1[CH:29]=[CH:28][C:27]([O:30][C:2]2[C:7]([C:8]3[CH2:13][CH2:12][N:11]([C:14](=[O:16])[CH3:15])[CH2:10][CH:9]=3)=[CH:6][CH:5]=[CH:4][N:3]=2)=[CH:26][CH:25]=1 |f:1.2.3|. Reaction conditions: temperature 80 celsius, time 18 hour. Isolated yield 20.0%. Run in CS(=O)C (dimethylsulfoxide), CCOC(=O)C (EtOAc). The reactants are FC=1C=C(C=C(C1)F)CC(=O)Cl (3,5-difluorophenylacetyl chloride), N[C@@H](C)C(=O)O (L-alanine). The product is FC=1C=C(C=C(C1)F)CC(=O)N[C@@H](C)C(=O)O (N-(3,5-difluorophenylacetyl)-L-alanine). Reaction SMILES: [F:1][C:2]1[CH:3]=[C:4]([CH2:9][C:10](Cl)=[O:11])[CH:5]=[C:6]([F:8])[CH:7]=1.[NH2:13][C@H:14]([C:16]([OH:18])=[O:17])[CH3:15]>>[F:1][C:2]1[CH:3]=[C:4]([CH2:9][C:10]([NH:13][C@H:14]([C:16]([OH:18])=[O:17])[CH3:15])=[O:11])[CH:5]=[C:6]([F:8])[CH:7]=1. Procedure details: Using General Procedure II-C, the title compound was prepared from 3,5-difluorophenylacetyl chloride (General Procedure II-B) and L-alanine (Aldrich). Starting materials: CC(C)(C)OC(=O)N1CC(O)C1, C1CCOC1, O=[N+]([O-])c1cccnc1F, [H-], [Na+], O. Product: CC(C)(C)OC(=O)N1CC(Oc2ncccc2[N+](=O)[O-])C1. Reaction SMILES: [C:3](=[O:4])([O:5][C:6]([CH3:7])([CH3:8])[CH3:9])[N:10]1[CH2:11][CH:12]([OH:14])[CH2:13]1.[CH2:26]1[O:27][CH2:28][CH2:29][CH2:30]1.[F:15][c:16]1[n:17][cH:18][cH:19][cH:20][c:21]1[N+:22](=[O:23])[O-:24].[H-:1].[Na+:2].[OH2:25]>>[C:3](=[O:4])([O:5][C:6]([CH3:7])([CH3:8])[CH3:9])[N:10]1[CH2:11][CH:12]([O:14][c:16]2[n:17][cH:18][cH:19][cH:20][c:21]2[N+:22](=[O:23])[O-:24])[CH2:13]1. Starting materials: ClC1=CC=C(C=C1)SCl (4-chlorophenylsulfenyl chloride), C(=C)S(=O)(=O)C=C (divinyl sulfone). Run in ClCCl (dichloromethane). Conditions: time 1 hour. Yields the product ClC1=CC=C(C=C1)SC=CS(=O)(=O)C=C (vinyl 2-(4-chlorophenylthio)vinyl sulfone). Yield: 65.9%. As a reaction SMILES: [Cl:1][C:2]1[CH:7]=[CH:6][C:5]([S:8]Cl)=[CH:4][CH:3]=1.[CH:10]([S:12]([CH:15]=[CH2:16])(=[O:14])=[O:13])=[CH2:11]>ClCCl>[Cl:1][C:2]1[CH:7]=[CH:6][C:5]([S:8][CH:11]=[CH:10][S:12]([CH:15]=[CH2:16])(=[O:14])=[O:13])=[CH:4][CH:3]=1. Reported procedure: Fifty grams of 4-chlorophenylsulfenyl chloride was added slowly to 33.0 g of divinyl sulfone in 150 ml of dichloromethane with cooling to remove the heat of reaction. After a few hours of standing at ambient temperature, the solvent was stripped and the crude adduct was dissolved in 200 ml of benzene. Thirty-one g of triethylamine was added slowly with cooling to maintain ambient temperature. After standing for one hour, the triethylamine hydrochloride was removed by filtration. After washing wi... Starting materials: dicyclohexyldicarbodiimide, C(=O)(O)C1=CC(=C(N)C=C1)[N+](=O)[O-] (4-carboxy-2-nitroaniline), C(CCCCCCCCCCCCCCCC)O (heptadecanol), CN(C)C1=NC=CC=C1 (dimethylaminopyridine). Run in ClCCl (dichloromethane). Run at time 48 hour. Product: C(CCCCCCCCCCCCCCCC)OC(=O)C1=CC(=C(N)C=C1)[N+](=O)[O-] (4-Heptadecyloxycarbonyl-2-nitroaniline). As a reaction SMILES: [C:1]([C:4]1[CH:10]=[CH:9][C:7]([NH2:8])=[C:6]([N+:11]([O-:13])=[O:12])[CH:5]=1)([OH:3])=[O:2].[CH2:14](O)[CH2:15][CH2:16][CH2:17][CH2:18][CH2:19][CH2:20][CH2:21][CH2:22][CH2:23][CH2:24][CH2:25][CH2:26][CH2:27][CH2:28][CH2:29][CH3:30].CN(C1C=CC=CN=1)C>ClCCl>[CH2:30]([O:2][C:1]([C:4]1[CH:10]=[CH:9][C:7]([NH2:8])=[C:6]([N+:11]([O-:13])=[O:12])[CH:5]=1)=[O:3])[CH2:29][CH2:28][CH2:27][CH2:26][CH2:25][CH2:24][CH2:23][CH2:22][CH2:21][CH2:20][CH2:19][CH2:18][CH2:17][CH2:16][CH2:15][CH3:14]. Procedure details: A mixture of 4-carboxy-2-nitroaniline (0.52g), heptadecanol (0.7 g) and dimethylaminopyridine (20 mg) in dichloromethane (20 ml) was prepared and dicyclohexyldicarbodiimide (0.62 g) was added. The mixture was stirred for 48 hours and filtered. After separating between chloroform and 3% caustic soda solution the organic phase was washed with water, dried with magnesium sulphate and the solvent removed to leave a yellow solid. The solid was purified by chromatography to give a yellow solid which w... Reactants: COc1cc(=O)n(Cc2nc3cc(CNC(=O)OC(C)(C)C)ccc3n2CCCCO)c2ccccc12, ClCCl, O=C(O)C(F)(F)F. The product is COc1cc(=O)n(Cc2nc3cc(CN)ccc3n2CCCCO)c2ccccc12. RXN SMILES: [C:1]([O:2][C:3](=[O:4])[NH:7][CH2:8][c:9]1[cH:10][c:11]2[c:12]([n:13]([CH2:30][CH2:31][CH2:32][CH2:33][OH:34])[c:14]([CH2:16][n:17]3[c:18](=[O:29])[cH:19][c:20]([O:27][CH3:28])[c:21]4[cH:22][cH:23][cH:24][cH:25][c:26]34)[n:15]2)[cH:35][cH:36]1)([CH3:5])([CH3:6])[CH3:37].[Cl:45][CH2:46][Cl:47].[F:38][C:39]([F:40])([F:41])[C:42]([OH:43])=[O:44]>>[NH2:7][CH2:8][c:9]1[cH:10][c:11]2[c:12]([n:13]([CH2:30][CH2:31][CH2:32][CH2:33][OH:34])[c:14]([CH2:16][n:17]3[c:18](=[O:29])[cH:19][c:20]([O:27][CH3:28])[c:21]4[cH:22][cH:23][cH:24][cH:25][c:26]34)[n:15]2)[cH:35][cH:36]1. The reactants are Cl (hydrochloric acid), C(C)(=O)OC1=C(C=C(C=C2SC3=C(N(C2=O)CC2=NN=NN2)C=CC=C3)C=C1C(C)(C)C)C(C)(C)C (2-(4-acetoxy-3,5-di-tert.- butylbenzylidene)-3,4-dihydro-3-oxo-4-(1H-tetrazol-5-ylmethyl)2H-1,4-benzothiazine), [OH-].[K+] (potassium hydroxide). Run in C(C)O (ethanol), O (water). Product: C(C)(C)(C)C=1C=C(C=C2SC3=C(N(C2=O)CC2=NN=NN2)C=CC=C3)C=C(C1O)C(C)(C)C (2-(3,5-Di-tert.-butyl-4-hydroxybenzylidene)-3,4-dihydro-3-oxo-4(1H-tetrazol-5-ylmethyl)-2H-1,4-benzothiazine). RXN SMILES: C([O:4][C:5]1[C:28]([C:29]([CH3:32])([CH3:31])[CH3:30])=[CH:27][C:8]([CH:9]=[C:10]2[C:15](=[O:16])[N:14]([CH2:17][C:18]3[NH:22][N:21]=[N:20][N:19]=3)[C:13]3[CH:23]=[CH:24][CH:25]=[CH:26][C:12]=3[S:11]2)=[CH:7][C:6]=1[C:33]([CH3:36])([CH3:35])[CH3:34])(=O)C.[OH-].[K+].Cl>C(O)C.O>[C:29]([C:28]1[CH:27]=[C:8]([CH:7]=[C:6]([C:33]([CH3:36])([CH3:35])[CH3:34])[C:5]=1[OH:4])[CH:9]=[C:10]1[C:15](=[O:16])[N:14]([CH2:17][C:18]2[NH:22][N:21]=[N:20][N:19]=2)[C:13]2[CH:23]=[CH:24][CH:25]=[CH:26][C:12]=2[S:11]1)([CH3:32])([CH3:31])[CH3:30] |f:1.2|. Procedure: To a solution of 2-(4-acetoxy-3,5-di-tert.- butylbenzylidene)-3,4-dihydro-3-oxo-4-(1H-tetrazol-5-ylmethyl)2H-1,4-benzothiazine (compound No. 8-1, 0.19 g) in ethanol (10 ml), potassium hydroxide (0.58 g) dissolved in water (10 ml) was added. The mixture was refluxed over night. 6N hydrochloric acid was added to the mixture to acidify it. The mixture was concentrated in vacuo and extracted with ethyl acetate. The organic layer was dried over anhydrous sodium sulfate and concentrated in vacuo. The ... Starting materials: [N+](=O)([O-])C=1C=C(C=CC1)NC1=C(C=O)C=CC=N1 (2-(3-nitrophenylamino)nicotinaldehyde), N1=CC(=CC=C1)CCCC(=O)OC (methyl 4-(pyridin-3-yl)butanoate), [Li+].CC(C)[N-]C(C)C (LDA). Run in CN(C)C=O (DMF). Yields the product [N+](=O)([O-])C=1C=C(C=CC1)N1C(C(=CC2=CC=CN=C12)CCC=1C=NC=CC1)=O (1-(3-nitrophenyl)-3-[2-(pyridin-3-yl)ethyl]-1,8-naphthyridin-2(1H)-one). RXN SMILES: [N+:1]([C:4]1[CH:5]=[C:6]([NH:10][C:11]2[N:18]=[CH:17][CH:16]=[CH:15][C:12]=2[CH:13]=O)[CH:7]=[CH:8][CH:9]=1)([O-:3])=[O:2].[N:19]1[CH:24]=[CH:23][CH:22]=[C:21]([CH2:25][CH2:26][CH2:27][C:28](OC)=[O:29])[CH:20]=1.[Li+].CC([N-]C(C)C)C>CN(C=O)C>[N+:1]([C:4]1[CH:5]=[C:6]([N:10]2[C:11]3[C:12](=[CH:15][CH:16]=[CH:17][N:18]=3)[CH:13]=[C:27]([CH2:26][CH2:25][C:21]3[CH:20]=[N:19][CH:24]=[CH:23][CH:22]=3)[C:28]2=[O:29])[CH:7]=[CH:8][CH:9]=1)([O-:3])=[O:2] |f:2.3|. Reported procedure: The procedure of Example 1 was repeated using 2-(3-nitrophenylamino)nicotinaldehyde (1.0 eq.), methyl 4-(pyridin-3-yl)butanoate (1.3 eq., prepared in Synthetic Example 7) and LDA (1.3 eq.) to obtain 1-(3-nitrophenyl)-3-[2-(pyridin-3-yl)ethyl]-1,8-naphthyridin-2(1H)-one, mp 221 to 223° C./DMF, wherein the product was purified through silica gel column chromatography and recrystallization.